From a dataset of the Open Reaction Database (ORD), a public repository of structured organic reaction records. describe an organic reaction: reactants, conditions, products, and yield RXN SMILES: [Cl:36][CH2:37][C:38]#[N:39].[F:1][C:2]([c:3]1[cH:4][c:5]([C:6](=[O:7])[N:8]2[CH:9]([CH2:20][c:21]3[cH:22][cH:23][cH:24][cH:25][cH:26]3)[CH2:10][CH:11]([N:14]3[CH2:15][CH2:16][NH:17][CH2:18][CH2:19]3)[CH2:12][CH2:13]2)[cH:27][c:28]([C:30]([F:31])([F:32])[F:33])[cH:29]1)([F:34])[F:35].[Na+:40].[Na+:41].[O-:42][C:43](=[O:44])[O-:45].[OH2:46]>>[F:1][C:2]([c:3]1[cH:4][c:5]([C:6](=[O:7])[N:8]2[CH:9]([CH2:20][c:21]3[cH:22][cH:23][cH:24][cH:25][cH:26]3)[CH2:10][CH:11]([N:14]3[CH2:15][CH2:16][N:17]([CH2:37][C:38]#[N:39])[CH2:18][CH2:19]3)[CH2:12][CH2:13]2)[cH:27][c:28]([C:30]([F:31])([F:32])[F:33])[cH:29]1)([F:34])[F:35]. Yields the product N#CCN1CCN(C2CCN(C(=O)c3cc(C(F)(F)F)cc(C(F)(F)F)c3)C(Cc3ccccc3)C2)CC1. Starting materials: N#CCCl, O=C(c1cc(C(F)(F)F)cc(C(F)(F)F)c1)N1CCC(N2CCNCC2)CC1Cc1ccccc1, [Na+], [Na+], O=C([O-])[O-], O.